describe an organic reaction: reactants, conditions, products, and yield From a dataset of the Open Reaction Database (ORD), a public repository of structured organic reaction records. Reactants: C(C)(C)C1OC2=C(N(C1=S)CC(=O)OC)C=CC=C2 (methyl 3,4-dihydro-2-isopropyl-3-thioxo-2H-1,4-benzoxazine-4-acetate), Cl (HCl). The solvent is O (water), methanol-dioxane, [OH-].[Na+] (NaOH). Reaction conditions: time 15 minute. Yields the product C(C)(C)C1OC2=C(N(C1=S)CC(=O)O)C=CC=C2 (3,4-dihydro-2-isopropyl-3-thioxo-2H-1,4-benzoxazine-4-acetic acid). Reaction SMILES: [CH:1]([CH:4]1[C:9](=[S:10])[N:8]([CH2:11][C:12]([O:14]C)=[O:13])[C:7]2[CH:16]=[CH:17][CH:18]=[CH:19][C:6]=2[O:5]1)([CH3:3])[CH3:2].Cl>[OH-].[Na+].O>[CH:1]([CH:4]1[C:9](=[S:10])[N:8]([CH2:11][C:12]([OH:14])=[O:13])[C:7]2[CH:16]=[CH:17][CH:18]=[CH:19][C:6]=2[O:5]1)([CH3:3])[CH3:2] |f:2.3|. Procedure: To a solution of methyl 3,4-dihydro-2-isopropyl-3-thioxo-2H-1,4-benzoxazine-4-acetate (16.7 g) in methanol-dioxane (2:3, 150 ml), 2N NaOH (60 ml) was added dropwise in 10 minutes with stirring. After completion of the addition, stirring was continued for further 15 minutes, and the mixture was diluted with water, acidified with 2N HCl, and subjected to extraction with ethyl acetate. The extract was washed with water, and dried (MgSO4), from which the solvent was evaporated off. To the residue, h...